From a dataset of the Open Reaction Database (ORD), a public repository of structured organic reaction records. describe an organic reaction: reactants, conditions, products, and yield Starting materials: CCO, CCOC(=O)C(I)C(C)C(F)(Cl)C(F)(F)Cl, [N-]=[N+]=[N-], [Na+]. The product is CCOC(=O)C(N=[N+]=[N-])C(C)C(F)(Cl)C(F)(F)Cl. RXN SMILES: [CH3:21][CH2:22][OH:23].[I:1][CH:2]([C:3](=[O:4])[O:5][CH2:6][CH3:7])[CH:8]([C:9]([C:10]([F:11])([F:12])[Cl:13])([F:14])[Cl:15])[CH3:16].[N-:18]=[N+:19]=[N-:20].[Na+:17]>>[CH:2]([C:3](=[O:4])[O:5][CH2:6][CH3:7])([CH:8]([C:9]([C:10]([F:11])([F:12])[Cl:13])([F:14])[Cl:15])[CH3:16])[N:18]=[N+:19]=[N-:20]. Starting materials: CO, CC(C)n1ccc(Nc2cc(Cl)nn3c(C(=O)Nc4ccncc4F)cnc23)n1, NC1CCC(O)CC1. The product is CC(C)n1ccc(Nc2cc(NC3CCC(O)CC3)nn3c(C(=O)Nc4ccncc4F)cnc23)n1. As a reaction SMILES: [CH3:38][OH:39].[Cl:1][c:2]1[cH:3][c:4]([NH:21][c:22]2[n:23][n:24]([CH:27]([CH3:28])[CH3:29])[cH:25][cH:26]2)[c:5]2[n:6]([n:7]1)[c:8]([C:11](=[O:12])[NH:13][c:14]1[c:15]([F:20])[cH:16][n:17][cH:18][cH:19]1)[cH:9][n:10]2.[NH2:30][CH:31]1[CH2:32][CH2:33][CH:34]([OH:37])[CH2:35][CH2:36]1>>[c:2]1([NH:30][CH:31]2[CH2:32][CH2:33][CH:34]([OH:37])[CH2:35][CH2:36]2)[cH:3][c:4]([NH:21][c:22]2[n:23][n:24]([CH:27]([CH3:28])[CH3:29])[cH:25][cH:26]2)[c:5]2[n:6]([n:7]1)[c:8]([C:11](=[O:12])[NH:13][c:14]1[c:15]([F:20])[cH:16][n:17][cH:18][cH:19]1)[cH:9][n:10]2. The reactants are CC(=O)O, COc1ccc2[nH]c(CC(=O)Cl)cc2c1, C1CCOC1. Product: COc1ccc2[nH]c(CC=O)cc2c1. As a reaction SMILES: [CH3:16][C:17](=[O:18])[OH:19].[CH3:1][O:2][c:3]1[cH:4][c:5]2[cH:6][c:7]([CH2:12][C:13](=[O:14])[Cl:15])[nH:8][c:9]2[cH:10][cH:11]1.[O:20]1[CH2:21][CH2:22][CH2:23][CH2:24]1>>[CH3:1][O:2][c:3]1[cH:4][c:5]2[cH:6][c:7]([CH2:12][CH:13]=[O:14])[nH:8][c:9]2[cH:10][cH:11]1. Starting materials: CC(=O)C1=CC(=CC=C1)OC(F)(F)F (3-trifluoromethoxyacetophenone), oxime, 14, [OH-].[NH4+] (ammonium hydroxide), Cl (hydrochloric acid). Reagents/catalysts: [Ni] (Raney nickel). Solvent: CO (methanol). The product is FC(OC=1C=C(C=CC1)C(C)N)(F)F ((±)-1-(3-trifluoromethoxy-phenyl)ethylamine). The yield is 63.0%. As a reaction SMILES: [CH3:1][C:2]([C:4]1[CH:9]=[CH:8][CH:7]=[C:6]([O:10][C:11]([F:14])([F:13])[F:12])[CH:5]=1)=O.Cl.[OH-].[NH4+:17]>[Ni].CO>[F:12][C:11]([F:14])([F:13])[O:10][C:6]1[CH:5]=[C:4]([CH:2]([NH2:17])[CH3:1])[CH:9]=[CH:8][CH:7]=1 |f:2.3|. Procedure details: A mixture of 3-trifluoromethoxyacetophenone, oxime, Preparation 14 (3.08 g, 12.36 mmol), Raney nickel (1 mL) in methanol (50 mL) and ammonium hydroxide (5 mL) was hydrogenated (H2, 50 psi) for 16 hours. The reaction mixture was filtered through Celite and the resultant filtrate was concentrated in vacuo. The suspension obtained was acidified with hydrochloric acid (6N) (100 mL). The aqueous layer was washed with diethyl ether (2×50 mL). The aqueous layer was then made basic with sodium hydroxide...